This data is from the Open Reaction Database (ORD), a public repository of structured organic reaction records. The task is: describe an organic reaction: reactants, conditions, products, and yield Starting materials: N(=O)[O-].[Na+] (sodium nitrite), S(O)(O)(=O)=O (sulfuric acid), [Na+].[Cl-] (NaCl), C1(=CC=CC=C1)COC=1C=C(C=NC1)N (5-(phenylmethoxy)-3-pyridylamine), S(O)(O)(=O)=O (sulfuric acid), ice, [OH-].[Na+] (NaOH). Run in O (water), O (water), O (water). Run at time 10 minute. Product: C1(=CC=CC=C1)COC=1C=C(C=NC1)O (5-(Phenylmethoxy)pyridin-3-ol). Reaction SMILES: [C:1]1([CH2:7][O:8][C:9]2[CH:10]=[C:11](N)[CH:12]=[N:13][CH:14]=2)[CH:6]=[CH:5][CH:4]=[CH:3][CH:2]=1.S(=O)(=O)(O)[OH:17].N([O-])=O.[Na+].[OH-].[Na+].[Na+].[Cl-]>O>[C:1]1([CH2:7][O:8][C:9]2[CH:10]=[C:11]([OH:17])[CH:12]=[N:13][CH:14]=2)[CH:6]=[CH:5][CH:4]=[CH:3][CH:2]=1 |f:2.3,4.5,6.7|. Procedure: The 5-(phenylmethoxy)-3-pyridylamine (1.61 g, 8.00 mmol) was stirred into concentrated sulfuric acid (1.7 mL), water (2.5 mL) and ice (4 g). This mixture was allowed to stir for 10 min until the solution became homogeneous. To this cold, stirring solution was added a solution of sodium nitrite (552 mg, 8.00 mmol) in water (2 mL). The mixture was allowed to stir for 10 min. A boiling solution of concentrated sulfuric acid (5 mL) and water (4 mL) was added. The mixture was heated until all solids ... The product is COc1ccc(C(O)c2ccc(OC)c(OCc3ccccc3)c2)cc1OCc1ccccc1. RXN SMILES: [CH2:23]([c:24]1[cH:25][cH:26][cH:27][cH:28][cH:29]1)[O:30][c:31]1[cH:32][c:33]([CH:34]=[O:35])[cH:36][cH:37][c:38]1[O:39][CH3:40].[CH2:42]1[O:43][CH2:44][CH2:45][CH2:46]1.[CH2:6]([c:7]1[cH:8][cH:9][cH:10][cH:11][cH:12]1)[O:13][c:14]1[c:15]([O:21][CH3:22])[cH:16][cH:17][c:18]([Br:20])[cH:19]1.[CH3:1][CH2:2][CH2:3][CH2:4][Li:5].[OH2:41]>>[CH2:6]([c:7]1[cH:8][cH:9][cH:10][cH:11][cH:12]1)[O:13][c:14]1[c:15]([O:21][CH3:22])[cH:16][cH:17][c:18]([CH:34]([c:33]2[cH:32][c:31]([O:30][CH2:23][c:24]3[cH:25][cH:26][cH:27][cH:28][cH:29]3)[c:38]([O:39][CH3:40])[cH:37][cH:36]2)[OH:35])[cH:19]1. Starting materials: COc1ccc(C=O)cc1OCc1ccccc1, C1CCOC1, COc1ccc(Br)cc1OCc1ccccc1, [Li]CCCC, O. Reactants: C, Cc1cc2c(N3CCOCC3)c(F)cc(Br)c2[nH]1, CCO, [Na+], [OH-], [Pd]. Product: Cc1cc2c(N3CCOCC3)c(F)ccc2[nH]1. RXN SMILES: [C:24].[CH3:1][c:2]1[nH:3][c:4]2[c:5]([Br:18])[cH:6][c:7]([F:17])[c:8]([N:11]3[CH2:12][CH2:13][O:14][CH2:15][CH2:16]3)[c:9]2[cH:10]1.[CH3:21][CH2:22][OH:23].[Na+:20].[OH-:19].[Pd:25]>>[CH3:1][c:2]1[nH:3][c:4]2[cH:5][cH:6][c:7]([F:17])[c:8]([N:11]3[CH2:12][CH2:13][O:14][CH2:15][CH2:16]3)[c:9]2[cH:10]1. RXN SMILES: [F:1][C:2]1[CH:21]=[C:20]([N+:22]([O-])=O)[C:19]([F:25])=[CH:18][C:3]=1[CH:4]=[C:5]1[CH2:10][CH2:9][N:8]([C:11]([O:13][C:14]([CH3:17])([CH3:16])[CH3:15])=[O:12])[CH2:7][CH2:6]1.[H][H]>[Pd].C(OCC)(=O)C>[NH2:22][C:20]1[C:19]([F:25])=[CH:18][C:3]([CH2:4][CH:5]2[CH2:10][CH2:9][N:8]([C:11]([O:13][C:14]([CH3:17])([CH3:16])[CH3:15])=[O:12])[CH2:7][CH2:6]2)=[C:2]([F:1])[CH:21]=1. Procedure: A mixture of tert-butyl 4-(2,5-difluoro-4-nitrobenzylidene)piperidine-1-carboxylate (4.52 mmol, 1.6 g) and palladium on carbon (10%) (0.135 mmol, 0.144 g) in ethyl acetate was hydrogenated at 3 bar until the desired amount of hydrogen was consumed. The reaction was filtered through celite and concentrated under reduced pressure to give the intermediate tert-butyl 4-(4-amino-2,5-difluorobenzyl)piperidine-1-carboxylate. The reagents and catalysts are [Pd] (palladium on carbon). Starting materials: FC1=C(C=C2CCN(CC2)C(=O)OC(C)(C)C)C=C(C(=C1)[N+](=O)[O-])F (tert-butyl 4-(2,5-difluoro-4-nitrobenzylidene)piperidine-1-carboxylate), [H][H] (hydrogen). The solvent is C(C)(=O)OCC (ethyl acetate). Yields the product NC1=CC(=C(CC2CCN(CC2)C(=O)OC(C)(C)C)C=C1F)F (tert-butyl 4-(4-amino-2,5-difluorobenzyl)piperidine-1-carboxylate). Reactants: ClC=1C=C(CN2C(=CC3=CC=CC=C23)C(=O)O)C=CC1Cl (N-(3,4-dichlorobenzyl)indole-2-carboxylic acid), Cl.C(C)N=C=NCCCN(C)C (1-ethyl-3-(3-dimethylaminopropyl)carbodiimide hydrochloride), Cl (HCl), C1(=CC=CC=C1)S(=O)(=O)N (benzenesulphonamide), CN(C)C1=NC=CC=C1 (dimethylaminopyridine). The solvent is ClCCl (dichloromethane). Run at time 24 hour. The product is ClC=1C=C(CN2C(=CC3=CC=CC=C23)C(=O)NS(=O)(=O)C2=CC=CC=C2)C=CC1Cl (1-(3,4-Dichlorobenzyl)-N-(phenylsulphonyl)indole-2-carboxamide). The yield is 37.0%. As a reaction SMILES: [Cl:1][C:2]1[CH:3]=[C:4]([CH:18]=[CH:19][C:20]=1[Cl:21])[CH2:5][N:6]1[C:14]2[C:9](=[CH:10][CH:11]=[CH:12][CH:13]=2)[CH:8]=[C:7]1[C:15]([OH:17])=O.[C:22]1([S:28]([NH2:31])(=[O:30])=[O:29])[CH:27]=[CH:26][CH:25]=[CH:24][CH:23]=1.CN(C1C=CC=CN=1)C.Cl.C(N=C=NCCCN(C)C)C.Cl>ClCCl>[Cl:1][C:2]1[CH:3]=[C:4]([CH:18]=[CH:19][C:20]=1[Cl:21])[CH2:5][N:6]1[C:14]2[C:9](=[CH:10][CH:11]=[CH:12][CH:13]=2)[CH:8]=[C:7]1[C:15]([NH:31][S:28]([C:22]1[CH:27]=[CH:26][CH:25]=[CH:24][CH:23]=1)(=[O:30])=[O:29])=[O:17] |f:3.4|. Reported procedure: A solution of N-(3,4-dichlorobenzyl)indole-2-carboxylic acid (0.23 g), benzenesulphonamide (129 mg), dimethylaminopyridine (0.22 g) and 1-ethyl-3-(3-dimethylaminopropyl)carbodiimide hydrochloride (0.19 g) in dichloromethane was allowed to stir for 24 hours at room temperature. 2N HCl was added and the reaction stirred vigorously for 2 hours, then extracted with dichloromethane. Combined organic extracts were dried (MgSO4) and concentrated to yield the desired end product as a white crystalline s... Reactants: F (hydrogen fluoride), N (ammonia), ice water, C[C@@]12C(CC[C@H]1[C@@H]1CCC3=CC(CC[C@]3(C)C1=CC2)=O)=O (4,9(11)-androstadiene-3,17-dione), ClN1C(CCC1=O)=O (N-chlorosuccinimide), crude product. Run in CN1C(CCC1)=O (N-methylpyrrolidone), CC(=O)C.CCCCCC (acetone hexane). Conditions: time 2 day. Product: Cl[C@@]12[C@]3(CCC(C=C3CC[C@H]1[C@@H]1CCC([C@@]1(C)C[C@@H]2F)=O)=O)C (9-chloro-11β-fluoro-4-androstene-3,17-dione). RXN SMILES: [FH:1].[CH3:2][C@:3]12[CH2:20][CH:19]=[C:18]3[C@@H:8]([CH2:9][CH2:10][C:11]4[C@:16]3([CH3:17])[CH2:15][CH2:14][C:13](=[O:21])[CH:12]=4)[C@@H:7]1[CH2:6][CH2:5][C:4]2=[O:22].[Cl:23]N1C(=O)CCC1=O.N>CC(C)=O.CCCCCC.CN1CCCC1=O>[Cl:23][C@:18]12[C@@H:19]([F:1])[CH2:20][C@@:3]3([CH3:2])[C@@H:7]([CH2:6][CH2:5][C:4]3=[O:22])[C@@H:8]1[CH2:9][CH2:10][C:11]1[C@:16]2([CH3:17])[CH2:15][CH2:14][C:13](=[O:21])[CH:12]=1 |f:4.5|. Procedure: At -78°, a mixture of 15 ml. of hydrogen fluoride and 5 ml. of N-methylpyrrolidone is combined successively with 5.1 g of 4,9(11)-androstadiene-3,17-dione and 10 g. of N-chlorosuccinimide. The reaction solution is allowed to stand for 2 days at +3° and then introduced into a mixture of ice/water and a 25% ammonia solution. The thus-precipitated product is worked up as set forth in Example A. After chromatography of the crude product on silica gel with acetone/hexane, 1.6 g. of 9-chloro-11β-fluor... Reactants: O=C([O-])O, ClC(Cl)Cl, Cc1ccc(S(=O)(=O)N(C)c2ccc(Cl)cc2N)cc1, [Na+], O=C(OO)c1cccc(Cl)c1. Product: Cc1ccc(S(=O)(=O)N(C)c2ccc(Cl)cc2N=O)cc1. As a reaction SMILES: [C:32](=[O:33])([OH:34])[O-:35].[CH:37]([Cl:38])([Cl:39])[Cl:40].[NH2:1][c:2]1[c:3]([N:4]([S:5](=[O:6])(=[O:7])[c:8]2[cH:9][cH:10][c:11]([CH3:14])[cH:12][cH:13]2)[CH3:15])[cH:16][cH:17][c:18]([Cl:20])[cH:19]1.[Na+:36].[OH:21][O:22][C:23]([c:24]1[cH:25][c:26]([Cl:27])[cH:28][cH:29][cH:30]1)=[O:31]>>[N:1]([c:2]1[c:3]([N:4]([S:5](=[O:6])(=[O:7])[c:8]2[cH:9][cH:10][c:11]([CH3:14])[cH:12][cH:13]2)[CH3:15])[cH:16][cH:17][c:18]([Cl:20])[cH:19]1)=[O:21].